Dataset: the Open Reaction Database (ORD), a public repository of structured organic reaction records. Task: describe an organic reaction: reactants, conditions, products, and yield Reactants: BrCC1=CN(C2=CC(=CC=C2C1=O)Cl)C1=CC=CC=C1 (3-bromomethyl-7-chloro-1-phenyl-1H-quinolin-4-one), COC=1C=C2C(=NC=NC2=CC1OC)N (6,7-dimethoxyquinazolin-4-amine), [H-].[Na+] (Sodium hydride). The solvent is CN(C)C=O (DMF), CN(C)C=O (DMF). Run at time 15 minute. The product is ClC1=CC=C2C(C(=CN(C2=C1)C1=CC=CC=C1)CNC1=NC=NC2=CC(=C(C=C12)OC)OC)=O (7-Chloro-3-[(6,7-dimethoxy-quinazolin-4-ylamino)-methyl]-1-phenyl-1H-quinolin-4-one). Yield: 44.0%. As a reaction SMILES: [CH3:1][O:2][C:3]1[CH:4]=[C:5]2[C:10](=[CH:11][C:12]=1[O:13][CH3:14])[N:9]=[CH:8][N:7]=[C:6]2[NH2:15].[H-].[Na+].Br[CH2:19][C:20]1[C:29](=[O:30])[C:28]2[C:23](=[CH:24][C:25]([Cl:31])=[CH:26][CH:27]=2)[N:22]([C:32]2[CH:37]=[CH:36][CH:35]=[CH:34][CH:33]=2)[CH:21]=1>CN(C=O)C>[Cl:31][C:25]1[CH:24]=[C:23]2[C:28]([C:29](=[O:30])[C:20]([CH2:19][NH:15][C:6]3[C:5]4[C:10](=[CH:11][C:12]([O:13][CH3:14])=[C:3]([O:2][CH3:1])[CH:4]=4)[N:9]=[CH:8][N:7]=3)=[CH:21][N:22]2[C:32]2[CH:37]=[CH:36][CH:35]=[CH:34][CH:33]=2)=[CH:27][CH:26]=1 |f:1.2|. Reported procedure: In a 25 mL round-bottomed flask, 6,7-dimethoxyquinazolin-4-amine (69.3 mg, 0.338 mmol) was combined with DMF (2.0 mL) to give a colorless solution. Sodium hydride (60% suspension in oil) (23.0 mg, 0.575 mmol) was added in three portions. The reaction mixture was stirred at room temperature for 15 min. After this time, the reaction mixture was a yellow solution. A DMF solution of the crude 3-bromomethyl-7-chloro-1-phenyl-1H-quinolin-4-one was next added dropwise via a syringe. The reaction mixtur... Starting materials: ClC=1C=2N(C=CN1)C(=NC2C2=CC=C1C=CC(=NC1=C2)C2=CC=CC=C2)C (7-(8-Chloro-3-methyl-imidazo[1,5-a]pyrazin-1-yl)-2-phenyl-quinoline), N (NH3). Run in CC(C)O (IPA), C(Cl)Cl (CH2Cl2). Reaction conditions: temperature 110 celsius. The product is CC1=NC(=C2N1C=CN=C2N)C2=CC=C1C=CC(=NC1=C2)C2=CC=CC=C2 (3-Methyl-1-(2-phenyl-quinolin-7-yl)-imidazo[1,5-a]pyrazin-8-ylamine). As a reaction SMILES: Cl[C:2]1[C:3]2[N:4]([C:8]([CH3:27])=[N:9][C:10]=2[C:11]2[CH:20]=[C:19]3[C:14]([CH:15]=[CH:16][C:17]([C:21]4[CH:26]=[CH:25][CH:24]=[CH:23][CH:22]=4)=[N:18]3)=[CH:13][CH:12]=2)[CH:5]=[CH:6][N:7]=1.[NH3:28]>CC(O)C.C(Cl)Cl>[CH3:27][C:8]1[N:4]2[CH:5]=[CH:6][N:7]=[C:2]([NH2:28])[C:3]2=[C:10]([C:11]2[CH:20]=[C:19]3[C:14]([CH:15]=[CH:16][C:17]([C:21]4[CH:22]=[CH:23][CH:24]=[CH:25][CH:26]=4)=[N:18]3)=[CH:13][CH:12]=2)[N:9]=1. Procedure details: 7-(8-Chloro-3-methyl-imidazo[1,5-a]pyrazin-1-yl)-2-phenyl-quinoline was dissolved in 10.0 mL of 2.0M NH3 in IPA and 5.0 mL of CH2Cl2. The reaction was heated to 110° C. for 64 h. The salts were filtered off and washed with CH2Cl2. Purified with silica gel column chromatography [Jones Flashmaster, 10 g cartridge, eluting with 1% MeOH:EtOAc] to yield a dark yellow solid; 1H NMR (400 MHz, CDCl3) δ 2.71 (s, 3H), 5.61 (brs, 2H), 7.13 (d, 1H, J=5.1 Hz), 7.2 (d, 1H, J=5.1 Hz), 7.48-7.56 (m, 3H), 7.89-7...